Dataset: the Open Reaction Database (ORD), a public repository of structured organic reaction records. Task: describe an organic reaction: reactants, conditions, products, and yield Starting materials: C(C)(C)OC1=NC=CC=2NC=3C=CNC(C3C(C21)C2=C(C=CC=C2)C(F)(F)F)=O ((±)-1,2,5,10-tetrahydro-9-isopropoxy-1-oxo-10-(2-trifluoromethylphenyl)-pyrido[4,3-b][1,6]naphthyridine), F[B-](F)(F)F.C[O+](C)C (trimethyloxonium tetrafluoroborate), C(O)([O-])=O.[K+] (potassium hydrogen carbonate). Run in ClCCCl (1,2-dichloroethane). The product is C(C)(C)OC1=C2C(C3=C(NC2=CC=N1)C=CN=C3OC)C3=C(C=CC=C3)C(F)(F)F ((±)-5,10-dihydro-1-isopropoxy-9-methoxy-10-(2-trifluoromethylphenyl)-pyrido[4,3-b][1,6]naphthyridine). As a reaction SMILES: [CH:1]([O:4][C:5]1[C:18]2[CH:17]([C:19]3[CH:24]=[CH:23][CH:22]=[CH:21][C:20]=3[C:25]([F:28])([F:27])[F:26])[C:16]3[C:15](=[O:29])[NH:14][CH:13]=[CH:12][C:11]=3[NH:10][C:9]=2[CH:8]=[CH:7][N:6]=1)([CH3:3])[CH3:2].F[B-](F)(F)F.[CH3:35][O+](C)C.C(=O)([O-])O.[K+]>ClCCCl>[CH:1]([O:4][C:5]1[N:6]=[CH:7][CH:8]=[C:9]2[C:18]=1[CH:17]([C:19]1[CH:24]=[CH:23][CH:22]=[CH:21][C:20]=1[C:25]([F:28])([F:27])[F:26])[C:16]1[C:15]([O:29][CH3:35])=[N:14][CH:13]=[CH:12][C:11]=1[NH:10]2)([CH3:3])[CH3:2] |f:1.2,3.4|. Procedure details: 7.5 g (18.7 mMole) (±)-1,2,5,10-tetrahydro-9-isopropoxy-1-oxo-10-(2-trifluoromethylphenyl)-pyrido[4,3-b][1,6]naphthyridine (see Example 2) and 5.0 g (34 mMole) trimethyloxonium tetrafluoroborate are stirred for 24 hours at ambient temperature in 200 ml 1,2-dichloroethane under an atmosphere of nitrogen. The reaction mixture is then shaken with a saturated aqueous solution of potassium hydrogen carbonate and the organic phase is separated off, washed with water and dried over anhydrous sodium sul... Reactants: CN1N=C(N=C1C=O)C1=CC=CC=C1 (2-methyl-5-phenyl-2H-1,2,4-triazole-3-carbaldehyde), [Li]CCCC (BuLi), C(C)(C)(C)[Si](C)(C)OC1=C(C=CC(=C1)F)CC (tert-butyl(2-ethyl-5-fluorophenoxy)dimethylsilane), CN(C)CCN(C)CCN(C)C (PMDTA). The solvent is C1CCOC1 (THF), C1CCOC1 (THF), O (Water). Conditions: temperature -40 celsius, time 30 minute. The product is [Si](C)(C)(C(C)(C)C)OC1=CC(=C(C=C1CC)C(O)C=1N(N=C(N1)C1=CC=CC=C1)C)F ((4-(tert-butyldimethylsilyloxy)-5-ethyl-2-fluorophenyl)(2-methyl-5-phenyl-2H-1,2,4-triazol-3-yl)methanol). Isolated yield 67.5%. As a reaction SMILES: [Li]CCCC.[C:6]([Si:10]([O:13][C:14]1[CH:19]=[C:18]([F:20])[CH:17]=[CH:16][C:15]=1[CH2:21][CH3:22])([CH3:12])[CH3:11])([CH3:9])([CH3:8])[CH3:7].CN(CCN(CCN(C)C)C)C.[CH3:35][N:36]1[C:40]([CH:41]=[O:42])=[N:39][C:38]([C:43]2[CH:48]=[CH:47][CH:46]=[CH:45][CH:44]=2)=[N:37]1>C1COCC1.O>[Si:10]([O:13][C:14]1[C:15]([CH2:21][CH3:22])=[CH:16][C:17]([CH:41]([C:40]2[N:36]([CH3:35])[N:37]=[C:38]([C:43]3[CH:44]=[CH:45][CH:46]=[CH:47][CH:48]=3)[N:39]=2)[OH:42])=[C:18]([F:20])[CH:19]=1)([C:6]([CH3:9])([CH3:8])[CH3:7])([CH3:12])[CH3:11]. Procedure details: BuLi (0.67 mL, 1.6 M in hexanes, 1.1 mmol) was added dropwise to a solution of Intermediate 386.3 (250 mg, 0.98 mmol) and PMDTA (0.20 mL, 0.98 mmol) in THF (4 mL) at −78° C. The mixture was warmed to −40° C. and stirred for 30 min. After recooling the reaction to −78° C., Intermediate 386.1 (203 mg, 1.08 mmol) in THF (2 mL) was added and the mixture was warmed to ambient temperature over 2 h. Water was added to the mixture and it was extracted with EtOAc. The organics were combined, washed with ... Starting materials: CC(=O)Oc1c(C)c(C)c2c(c1C)SC(C)O2, C[O-], CC(=O)O, CO, [Na+], O. Product: Cc1c(C)c2c(c(C)c1O)SC(C)O2. Reaction SMILES: [C:1](=[O:2])([CH3:3])[O:4][c:5]1[c:6]([CH3:17])[c:7]([CH3:16])[c:8]2[c:9]([c:14]1[CH3:15])[S:10][CH:11]([CH3:13])[O:12]2.[CH3:18][O-:19].[CH3:22][C:23](=[O:24])[OH:25].[CH3:26][OH:27].[Na+:20].[OH2:21]>>[OH:4][c:5]1[c:6]([CH3:17])[c:7]([CH3:16])[c:8]2[c:9]([c:14]1[CH3:15])[S:10][CH:11]([CH3:13])[O:12]2. Yields the product BrC1=CC=C(S1)C1(C2=C(OC1)C=C1C(CCC(C1=C2)(C)C)(C)C)C (5-bromo-2-(3,5,5,8,8-pentamethyl-2,3,5,6,7,8-hexahydronaphtho[2,3-b]furan-3-yl)thiophene). Reaction SMILES: C(N(CCCC)CCCC)CCC.C(O)=O.[Br:17][C:18]1[S:22][C:21]([C:23]([CH2:25][O:26][C:27]2[C:36](I)=[CH:35][C:34]3[C:33]([CH3:39])([CH3:38])[CH2:32][CH2:31][C:30]([CH3:41])([CH3:40])[C:29]=3[CH:28]=2)=[CH2:24])=[CH:20][CH:19]=1>C(#N)C.C([O-])(=O)C.C([O-])(=O)C.[Pd+2]>[Br:17][C:18]1[S:22][C:21]([C:23]2([CH3:24])[CH2:25][O:26][C:27]3[CH:28]=[C:29]4[C:34](=[CH:35][C:36]2=3)[C:33]([CH3:39])([CH3:38])[CH2:32][CH2:31][C:30]4([CH3:41])[CH3:40])=[CH:20][CH:19]=1 |f:4.5.6|. Procedure: A mixture of tributylamine (2.66 ml, 18.39 mmol), palladium diacetate (53 mg, 0.24 mmol), formic acid (0.205 ml, 5.32 mmol) and 5-bromo-2-[1-(3-iodo-5,5,8,8-tetramethyl-5,6,7,8-tetrahydronaphthalen-2-yloxymethyl)-vinyl]thiophene (2.57 mg, 4.84 mmol) in acetonitrile (75 ml) was heated at 60° C. for 4 h. The reaction medium was concentrated in a rotary evaporator under vacuum at 40° C. Water and ethyl ether were added. After decantation, the organic phase was washed twice with 20 ml of water, drie... Reactants: C(CCC)N(CCCC)CCCC (tributylamine), C(=O)O (formic acid), BrC1=CC=C(S1)C(=C)COC1=CC=2C(CCC(C2C=C1I)(C)C)(C)C (5-bromo-2-[1-(3-iodo-5,5,8,8-tetramethyl-5,6,7,8-tetrahydronaphthalen-2-yloxymethyl)-vinyl]thiophene). Run in C(C)#N (acetonitrile). Reagents/catalysts: C(C)(=O)[O-].C(C)(=O)[O-].[Pd+2] (palladium diacetate). Reaction conditions: temperature 60 celsius. Starting materials: aqueous solution, [OH-].[Na+] (sodium hydroxide), Cl (HCl), ClC=1C=CC(=C(C1)C(C)=O)O (5'-chloro-2'-hydroxyacetophenone), C1(=CC=C(C=C1)C=O)C (p-tolualdehyde), OO (hydrogen peroxide), aqueous solution, [OH-].[Na+] (sodium hydroxide). Solvent: C(C)O (ethanol), C(C)O (ethanol). Run at time 4 hour. The product is ClC=1C=CC2=C(C(C(=C(O2)C2=CC=C(C=C2)C)O)=O)C1 (6-chloro-3-hydroxy-2-(4-methylphenyl)-4H-1-benzopyran-4-one). Reaction SMILES: [Cl:1][C:2]1[CH:3]=[CH:4][C:5]([OH:11])=[C:6]([C:8](=[O:10])[CH3:9])[CH:7]=1.[C:12]1([CH3:20])[CH:17]=[CH:16][C:15]([CH:18]=O)=[CH:14][CH:13]=1.[OH-:21].[Na+].OO.Cl>C(O)C>[Cl:1][C:2]1[CH:3]=[CH:4][C:5]2[O:11][C:20]([C:12]3[CH:17]=[CH:16][C:15]([CH3:18])=[CH:14][CH:13]=3)=[C:9]([OH:21])[C:8](=[O:10])[C:6]=2[CH:7]=1 |f:2.3|. Procedure details: A 8.5 g quantity of 5'-chloro-2'-hydroxyacetophenone and 6.0 g of p-tolualdehyde were dissolved in 105 ml of ethanol. Then 17 ml of an aqueous solution containing 10 g of sodium hydroxide was slowly added thereto dropwise and stirred at room temperature for 4 hours. Then 350 ml of ethanol and 17 ml of an aqueous solution containing 3.5 g of sodium hydroxide were added to the reaction mixture, and 8.3 ml of a 30% aqueous hydrogen peroxide solution was further added dropwise slowly and stirred at ... Yields the product CC(C)(C)[Si](C)(C)Oc1cc(Cl)cc(C(=O)O)c1. The reactants are O=C=O, CCOC(C)=O, CC(C)(C)[Si](C)(C)Oc1cc(Cl)cc(Cl)c1, Cl. RXN SMILES: [C:17](=[O:18])=[O:19].[CH3:21][CH2:22][O:23][C:24](=[O:25])[CH3:26].[Cl:1][c:2]1[cH:3][c:4]([Cl:16])[cH:5][c:6]([O:8][Si:9]([CH3:10])([CH3:11])[C:12]([CH3:13])([CH3:14])[CH3:15])[cH:7]1.[ClH:20]>>[c:2]1([C:17](=[O:18])[OH:19])[cH:3][c:4]([Cl:16])[cH:5][c:6]([O:8][Si:9]([CH3:10])([CH3:11])[C:12]([CH3:13])([CH3:14])[CH3:15])[cH:7]1.